This data is from the Open Reaction Database (ORD), a public repository of structured organic reaction records. The task is: describe an organic reaction: reactants, conditions, products, and yield Reactants: CC(=CCC(=O)OCC)C(CC=C(CC)C)C (ethyl 3,4,7-trimethyl-2,6-nonadienecarboxylate), [H-].COCCO[Al+]OCCOC.[Na+].[H-] (sodium bis-(methoxyethoxy)-aluminum hydride), O.CCOCC (water ether). Run in C1=CC=CC=C1 (benzene), C1=CC=CC=C1 (benzene). Run at temperature 40 celsius, time 2 hour. The product is CC(=CCO)C(CC=C(CC)C)C (3,4,7-trimethyl-2,6-nonadien-1-ol). As a reaction SMILES: [CH3:1][C:2]([CH:10]([CH3:17])[CH2:11][CH:12]=[C:13]([CH3:16])[CH2:14][CH3:15])=[CH:3][CH2:4]C(OCC)=O.[H-].C[O:20]CCO[Al+]OCCOC.[Na+].[H-].O.CCOCC>C1C=CC=CC=1>[CH3:1][C:2]([CH:10]([CH3:17])[CH2:11][CH:12]=[C:13]([CH3:16])[CH2:14][CH3:15])=[CH:3][CH2:4][OH:20] |f:1.2.3.4,5.6|. Procedure details: 157 g. of ethyl 3,4,7-trimethyl-2,6-nonadienecarboxylate are dissolved in 300 ml. of benzene and added dropwise while cooling with ice to a solution of 370 g. of 70% sodium bis-(methoxyethoxy)-aluminum hydride in benzene. The mixture is then stirred at 40° C. for 2 hours and subsequently worked up with water/ether as described earlier. The 3,4,7-trimethyl-2,6-nonadien-1-ol obtained boils at 79°-84° C./0.09 mmHg.